This data is from the Open Reaction Database (ORD), a public repository of structured organic reaction records. The task is: describe an organic reaction: reactants, conditions, products, and yield Starting materials: C(C)NCC (diethylamine), ClC(C(=O)OC(C)C)(Cl)P(=O)C1(CC=CC=C1)Cl (1-methylethyl 2,2-dichloro-[(1-chloro)phenylphosphinyl]-acetate). Reported procedure: A solution of 11.7 g of diethylamine in 100 ml of diethylether is added dropwise to a solution of 27.1 g of 1-methylethyl 2,2-dichloro-[(1-chloro)phenylphosphinyl]-acetate in 200 ml of ether at 0°. After stirring at room temperature for 1 hour, the solution is washed with water and with 10% sodium bicarbonate solution, then dried over MgSO4 and stripped to give a dark oil. The reaction product is dissolved in n-butyl chloride, washed with water, contacted with activated carbon, dried over MgSO4 ... Reaction conditions: time 1 hour. Run in C(C)OCC (diethylether), CCOCC (ether), C(CCC)Cl (n-butyl chloride). Yields the product ClC(C(=O)OC(C)C)(Cl)P(=O)(C1=CC=CC=C1)N(CC)CC (1-methylethyl 2,2-dichloro-[(diethylamino)phenylphosphinyl]acetate). RXN SMILES: [CH2:1]([NH:3][CH2:4][CH3:5])[CH3:2].[Cl:6][C:7]([PH:15]([C:17]1(Cl)[CH:22]=[CH:21][CH:20]=[CH:19][CH2:18]1)=[O:16])([Cl:14])[C:8]([O:10][CH:11]([CH3:13])[CH3:12])=[O:9]>C(OCC)C.C(Cl)CCC>[Cl:14][C:7]([P:15]([N:3]([CH2:4][CH3:5])[CH2:1][CH3:2])([C:17]1[CH:22]=[CH:21][CH:20]=[CH:19][CH:18]=1)=[O:16])([Cl:6])[C:8]([O:10][CH:11]([CH3:13])[CH3:12])=[O:9]. The reactants are N (ammonia), CC([C@@H](C(=O)Cl)NC(=O)C=1N=C(N2C1CN(CC2)C)C2=CC=CC=C2)(C)C ((S)-3,3-dimethyl-2-(7-methyl-3-phenyl-5,6,7,8-tetrahydroimidazo[1,5-a]pyrazine-1-carboxamido)butanoyl chloride), C1CCOC1 (THF). Solvent: CO (methanol). Reaction conditions: time 2 hour. Product: NC([C@H](C(C)(C)C)NC(=O)C=1N=C(N2C1CN(CC2)C)C2=CC=CC=C2)=O ((S)-N-(1-amino-3,3-dimethyl-1-oxobutan-2-yl)-7-methyl-3-phenyl-5,6,7,8-tetrahydroimidazo[1,5-a]pyrazine-1-carboxamide), C(=O)[O-] (formate). The yield is 15.0%. As a reaction SMILES: [CH3:1][C:2]([CH3:27])([CH3:26])[C@H:3]([NH:7][C:8]([C:10]1[N:11]=[C:12]([C:20]2[CH:25]=[CH:24][CH:23]=[CH:22][CH:21]=2)[N:13]2[CH2:18][CH2:17][N:16]([CH3:19])[CH2:15][C:14]=12)=[O:9])[C:4](Cl)=[O:5].[NH3:28].C1[CH2:33][O:32]CC1>CO>[NH2:28][C:4](=[O:5])[C@@H:3]([NH:7][C:8]([C:10]1[N:11]=[C:12]([C:20]2[CH:25]=[CH:24][CH:23]=[CH:22][CH:21]=2)[N:13]2[CH2:18][CH2:17][N:16]([CH3:19])[CH2:15][C:14]=12)=[O:9])[C:2]([CH3:27])([CH3:26])[CH3:1].[CH:33]([O-:32])=[O:5]. Procedure details: Intermediate 23A (0.11 g, 0.3 mmol) was dissolved in THF (2 mL) and 7M ammonia solution in methanol was added. The resulting mixture was stirred for 2 h, the solvent was evaporated and the residue was purified by prep LC/MS using 5-95% gradient acetonitrile/water with 0.1% formic acid to give Compound 285 as a formate salt (20 mg, 15%). 1H-NMR (400 MHz, CD3OD) δ: 1.11 (s, 9H), 2.59 (s, 3H), 2.93 (m, 2H), 4.09 (m, 2H), 4.21 (m, 2H), 4.40 (m, 1H), 7.51 (m, 3H), 7.72 (m, 2H), 8.31 (s, 1H); LCMS (+E... Starting materials: B(F)(F)F.CCOCC (boron trifluoride etherate), [BH4-].[Na+] (sodium borohydride), O=C1NCC(N1C[C@H]1N(C[C@@H](C1)O)C(=O)OCC1=CC=C(C=C1)[N+](=O)[O-])=O ((2S,4R)-2-(2,4-dioxoimidazolidin-3-yl)methyl-4-hydroxy-1-(4-nitrobenzyloxycarbonyl)pyrrolidine). Solvent: O1CCCC1 (tetrahydrofuran), O1CCCC1 (tetrahydrofuran). Conditions: time 12 hour. Yields the product O[C@@H]1C[C@H](N(C1)C(=O)OCC1=CC=C(C=C1)[N+](=O)[O-])CN1C(NC=C1)=O ((2 S,4R)-4-hydroxy-1-(4-nitrobenzyloxycarbonyl)-2-(2-oxo-4-imidazolin-1-yl)methylpyrrolidine). Yield: 4.2%. Reaction SMILES: [BH4-].[Na+].B(F)(F)F.CCOCC.[O:12]=[C:13]1[N:17]([CH2:18][C@@H:19]2[CH2:23][C@@H:22]([OH:24])[CH2:21][N:20]2[C:25]([O:27][CH2:28][C:29]2[CH:34]=[CH:33][C:32]([N+:35]([O-:37])=[O:36])=[CH:31][CH:30]=2)=[O:26])[C:16](=O)[CH2:15][NH:14]1>O1CCCC1>[OH:24][C@H:22]1[CH2:21][N:20]([C:25]([O:27][CH2:28][C:29]2[CH:30]=[CH:31][C:32]([N+:35]([O-:37])=[O:36])=[CH:33][CH:34]=2)=[O:26])[C@H:19]([CH2:18][N:17]2[CH:16]=[CH:15][NH:14][C:13]2=[O:12])[CH2:23]1 |f:0.1,2.3|. Reported procedure: To a suspension of sodium borohydride (6.03 g) in tetrahydrofuran (270 ml) was added boron trifluoride etherate (72 ml) at 0° C. under stirring. After stirring for 10 minutes, to the suspension was added a solution of (2S,4R)-2-(2,4-dioxoimidazolidin-3-yl)methyl-4-hydroxy-1-(4-nitrobenzyloxycarbonyl)pyrrolidine (27.3 g) obtained in Preparation 10 in tetrahydrofuran (140 ml) and the mixture was stirred for 14 hours at ambient temperature This reaction mixture was evaporated in vacuo and to the re... Starting materials: C(C)(C)(C)C=1C=C(C(=O)OC)C=C(N1)Cl (methyl 2-tert-butyl-6-chloroisonicotinate), ( 4 ), CN (methylamine). Conditions: temperature 130 celsius. Yields the product C(C)(C)(C)C=1C=C(C(=O)O)C=C(N1)NC (2-tert-Butyl-6-(methylamino)isonicotinic acid). RXN SMILES: [C:1]([C:5]1[CH:6]=[C:7]([CH:12]=[C:13](Cl)[N:14]=1)[C:8]([O:10]C)=[O:9])([CH3:4])([CH3:3])[CH3:2].[CH3:16][NH2:17]>>[C:1]([C:5]1[CH:6]=[C:7]([CH:12]=[C:13]([NH:17][CH3:16])[N:14]=1)[C:8]([OH:10])=[O:9])([CH3:4])([CH3:3])[CH3:2]. Procedure details: 1.0 g (4.39 mmol) of methyl 2-tert-butyl-6-chloroisonicotinate [lit.: O. Isler et al., Helvetica Chimica Acta 1955, 38 (4), 1033-1046] and 3.8 ml (43.9 mmol) of a 40% strength aqueous methylamine solution were heated in a microwave oven (Biotage Initiator, with Dynamic Field Tuning) at 160° C. for 6 h. After cooling, the volatile components were removed on a rotary evaporator. The residue was taken up in 4 ml of semiconcentrated hydrochloric acid and once more heated in the microwave at 130° C. ... Starting materials: N(=O)OC(C)(C)C (t-butyl nitrite), B(F)(F)F.CCOCC (boron trifluoride diethyl etherate), NC=1C(=NC(=CC1)OC)OCC(=O)OC (3-amino-6-methoxy-2-(methoxycarbonyl)methoxypyridine), ClCCl (dichloromethane). The solvent is CCCCC (n-pentane), COCCOC (1,2-dimethoxyethane), COCCOC (1,2-dimethoxyethane), C(C)(=O)OC(C)=O (acetic anhydride). Run at temperature 80 celsius, time 1 hour. The product is C(C)(=O)OC=1C(=NC(=CC1)OC)OCC(=O)OC (3-acetoxy-6-methoxy-2-(methoxycarbonyl)methoxypyridine). Reaction SMILES: B(F)(F)F.[CH3:5][CH2:6][O:7][CH2:8][CH3:9].NC1[C:12]([O:19][CH2:20][C:21]([O:23][CH3:24])=[O:22])=[N:13][C:14]([O:17][CH3:18])=[CH:15]C=1.ClCCl.N(OC(C)(C)C)=[O:29]>COCCOC.C(OC(=O)C)(=O)C.CCCCC>[C:6]([O:7][C:8]1[C:12]([O:19][CH2:20][C:21]([O:23][CH3:24])=[O:22])=[N:13][C:14]([O:17][CH3:18])=[CH:15][CH:9]=1)(=[O:29])[CH3:5] |f:0.1|. Procedure details: A boron trifluoride diethyl etherate is added to a mixture of 3-amino-6-methoxy-2-(methoxycarbonyl)methoxypyridine, 1,2-dimethoxyethane and dichloromethane dropwise at −10° C. After mixing for 10 minutes at the same temperature, a solution of t-butyl nitrite in 1,2-dimethoxyethane is added to the reaction solution dropwise at −5° C. or lower. After mixing for 30 minutes at the same temperature, n-pentane is poured into the mixture. The lower layer of two separated layers is dissolved in acetic a... The reactants are CCOC(=O)c1ccc(Br)cc1, O=C([O-])[O-], Cc1ccc(O)cc1C, CCOC(C)=O, Cc1ccccc1, [Cs+], [Cs+]. Yields the product CCOC(=O)c1ccc(Oc2ccc(C)c(C)c2)cc1. Reaction SMILES: [Br:1][c:2]1[cH:3][cH:4][c:5]([C:6](=[O:7])[O:8][CH2:9][CH3:10])[cH:11][cH:12]1.[C:22](=[O:23])([O-:24])[O-:25].[CH3:13][c:14]1[cH:15][cH:16][c:17]([OH:18])[cH:19][c:20]1[CH3:21].[CH3:28][CH2:29][O:30][C:31](=[O:32])[CH3:33].[CH3:34][c:35]1[cH:36][cH:37][cH:38][cH:39][cH:40]1.[Cs+:26].[Cs+:27]>>[c:2]1([O:18][c:17]2[cH:16][cH:15][c:14]([CH3:13])[c:20]([CH3:21])[cH:19]2)[cH:3][cH:4][c:5]([C:6](=[O:7])[O:8][CH2:9][CH3:10])[cH:11][cH:12]1. The reactants are NC=1N=C(SC1C(N)=S)NC(C1=CC=CC=C1)(C1=CC=CC=C1)C1=CC=CC=C1 (4-amino-2-(trityl-amino)-thiazole-5-carbothioic acid amide), BrCC(=O)C=1C=C(C=CC1)NC(=O)C=1SC(=CC1)Cl (5-chloro-thiophene-2-carboxylic acid (3-bromoacetyl-phenyl)-amide), C(=O)(C(F)(F)F)O (TFA). The solvent is CN(C)C=O (DMF), CO (MeOH). Conditions: time 15 minute. Product: NC=1SC(=C(N1)N)C=1SC=C(N1)C=1C=C(C=CC1)NC(=O)C=1SC(=CC1)Cl (N-[3-(2′,4′-diamino-[2,5′]bithiazolyl-4-yl)phenyl]-5-chloro-thiophene-2-carboxamide). The yield is 36.0%. Reaction SMILES: [NH2:1][C:2]1[N:3]=[C:4]([NH:10]C(C2C=CC=CC=2)(C2C=CC=CC=2)C2C=CC=CC=2)[S:5][C:6]=1[C:7](=[S:9])[NH2:8].Br[CH2:31][C:32]([C:34]1[CH:35]=[C:36]([NH:40][C:41]([C:43]2[S:44][C:45]([Cl:48])=[CH:46][CH:47]=2)=[O:42])[CH:37]=[CH:38][CH:39]=1)=O.C(O)(C(F)(F)F)=O>CN(C=O)C.CO>[NH2:10][C:4]1[S:5][C:6]([C:7]2[S:9][CH:31]=[C:32]([C:34]3[CH:35]=[C:36]([NH:40][C:41]([C:43]4[S:44][C:45]([Cl:48])=[CH:46][CH:47]=4)=[O:42])[CH:37]=[CH:38][CH:39]=3)[N:8]=2)=[C:2]([NH2:1])[N:3]=1. Procedure details: The title compound was prepared as follows. To a solution of 1.07 g (3.0 mmol) of 4-amino-2-(trityl-amino)-thiazole-5-carbothioic acid amide (prepared analogously to the starting material described in step (ii) of Example A(1)) dissolved in DMF (12 mL), was added 5-chloro-thiophene-2-carboxylic acid (3-bromoacetyl-phenyl)-amide. After 15 minutes, the reaction was diluted with MeOH (12 mL), treated with TFA (4 mL), and stirred overnight. The resulting solution was concentrated in vacuo, diluted w... The reactants are CN1CCC(O)CC1, Cc1ccccc1, O=C(Cl)Cl, [Na+], [Na+], O=C([O-])[O-], C1COCCO1, O=C1Nc2ccccc2Nc2ccccc21. Product: CN1CCC(OC(=O)N2c3ccccc3NC(=O)c3ccccc32)CC1. RXN SMILES: [CH3:1][N:2]1[CH2:3][CH2:4][CH:5]([OH:8])[CH2:6][CH2:7]1.[CH3:35][c:36]1[cH:37][cH:38][cH:39][cH:40][cH:41]1.[Cl:9][C:10]([Cl:11])=[O:12].[Na+:13].[Na+:14].[O-:15][C:16](=[O:17])[O-:18].[O:42]1[CH2:43][CH2:44][O:45][CH2:46][CH2:47]1.[cH:19]1[cH:20][cH:21][cH:22][c:23]2[c:29]1[C:28](=[O:30])[NH:27][c:26]1[c:25]([cH:34][cH:33][cH:32][cH:31]1)[NH:24]2>>[CH3:1][N:2]1[CH2:3][CH2:4][CH:5]([O:8][C:10](=[O:12])[N:24]2[c:23]3[cH:22][cH:21][cH:20][cH:19][c:29]3[C:28](=[O:30])[NH:27][c:26]3[c:25]2[cH:34][cH:33][cH:32][cH:31]3)[CH2:6][CH2:7]1.